Dataset: the Open Reaction Database (ORD), a public repository of structured organic reaction records. Task: describe an organic reaction: reactants, conditions, products, and yield The reactants are COC(=O)C(=Cc1cc(C)c2nn(COCC[Si](C)(C)C)cc2c1)C(=O)OC(C)(C)C, CO, [Pd]. Yields the product COC(=O)C(Cc1cc(C)c2nn(COCC[Si](C)(C)C)cc2c1)C(=O)OC(C)(C)C. RXN SMILES: [CH3:1][O:2][C:3]([C:4](=[CH:5][c:6]1[cH:7][c:8]2[cH:9][n:10]([CH2:16][O:17][CH2:18][CH2:19][Si:20]([CH3:21])([CH3:22])[CH3:23])[n:11][c:12]2[c:13]([CH3:15])[cH:14]1)[C:24](=[O:25])[O:26][C:27]([CH3:28])([CH3:29])[CH3:30])=[O:31].[CH3:32][OH:33].[Pd:34]>>[CH3:1][O:2][C:3]([CH:4]([CH2:5][c:6]1[cH:7][c:8]2[cH:9][n:10]([CH2:16][O:17][CH2:18][CH2:19][Si:20]([CH3:21])([CH3:22])[CH3:23])[n:11][c:12]2[c:13]([CH3:15])[cH:14]1)[C:24](=[O:25])[O:26][C:27]([CH3:28])([CH3:29])[CH3:30])=[O:31]. Reactants: C(C)(C)(C)OC(C(C1=CC=C(C=C1)Cl)C(CCC)C1=CC=C(C(=O)OC)C=C1)=O (methyl 4-{1-[2-tert-butoxy-1-(4-chlorophenyl)-2-oxoethyl]butyl}benzoate), [OH-].[Na+] (NaOH). The solvent is CO (MeOH). Product: C(C)(C)(C)OC(C(C1=CC=C(C=C1)Cl)C(CCC)C1=CC=C(C(=O)O)C=C1)=O (4-{1-[2-tert-Butoxy-1-(4-chlorophenyl)-2-oxoethyl]butyl}benzoic acid). Reaction SMILES: [C:1]([O:5][C:6](=[O:29])[CH:7]([CH:15]([C:19]1[CH:28]=[CH:27][C:22]([C:23]([O:25]C)=[O:24])=[CH:21][CH:20]=1)[CH2:16][CH2:17][CH3:18])[C:8]1[CH:13]=[CH:12][C:11]([Cl:14])=[CH:10][CH:9]=1)([CH3:4])([CH3:3])[CH3:2].[OH-].[Na+]>CO>[C:1]([O:5][C:6](=[O:29])[CH:7]([CH:15]([C:19]1[CH:28]=[CH:27][C:22]([C:23]([OH:25])=[O:24])=[CH:21][CH:20]=1)[CH2:16][CH2:17][CH3:18])[C:8]1[CH:13]=[CH:12][C:11]([Cl:14])=[CH:10][CH:9]=1)([CH3:2])([CH3:3])[CH3:4] |f:1.2|. Procedure details: To a solution of methyl 4-{1-[2-tert-butoxy-1-(4-chlorophenyl)-2-oxoethyl]butyl}benzoate (prepared as described in PCT Patent Publication WO 2008/042223 A1 published on 10 Apr. 2008, 20 g, 48 mmol) in MeOH was slowly added NaOH (5.0 N in H2O, 19 mL, 95 mmol) at ambient temperature. Once all the ester starting material was consumed by LC-MS analysis, the mixture was concentrated. The residue was partitioned between EtOAc and 1N HCl (aq). The organic layer was then washed with water then saturated...